From a dataset of the Open Reaction Database (ORD), a public repository of structured organic reaction records. describe an organic reaction: reactants, conditions, products, and yield The reactants are CC(COC1=CC=C(C=C1)OC1=CC=CC=C1)O (1-methyl-2-(4-phenoxyphenoxy)ethanol), ClC1=NC=CC=C1 (2-chloropyridine), [OH-].[Na+] (sodium hydroxide). The reagents and catalysts are [Br-].C(CCC)[N+](CCCC)(CCCC)CCCC (tetra-n-butylammonium bromide). The solvent is C1(=CC=CC=C1)C (toluene). Reaction conditions: time 6 hour. Yields the product CC(COC1=CC=C(C=C1)OC1=CC=CC=C1)OC1=NC=CC=C1 (2-[1 -methyl-2-(4-phenoxyphenoxy)ethoxy]pyridine). Isolated yield 71.0%. Reaction SMILES: [CH3:1][CH:2]([OH:18])[CH2:3][O:4][C:5]1[CH:10]=[CH:9][C:8]([O:11][C:12]2[CH:17]=[CH:16][CH:15]=[CH:14][CH:13]=2)=[CH:7][CH:6]=1.Cl[C:20]1[CH:25]=[CH:24][CH:23]=[CH:22][N:21]=1.[OH-].[Na+]>[Br-].C([N+](CCCC)(CCCC)CCCC)CCC.C1(C)C=CC=CC=1>[CH3:1][CH:2]([O:18][C:20]1[CH:25]=[CH:24][CH:23]=[CH:22][N:21]=1)[CH2:3][O:4][C:5]1[CH:10]=[CH:9][C:8]([O:11][C:12]2[CH:17]=[CH:16][CH:15]=[CH:14][CH:13]=2)=[CH:7][CH:6]=1 |f:2.3,4.5|. Reported procedure: A mixture of 1-methyl-2-(4-phenoxyphenoxy)ethanol (2.0 g, 8.2 mmol), 2-chloropyridine (4.0 g, 35 mmol), flaked 95% sodium hydroxide (1 g, 24 mmol) and tetra-n-butylammonium bromide (0.13 g) was stirred at an inner temperature of 85° to 90° C. for 6 hours. After allowed to cool, toluene (10 g) was added thereto, and the resultant mixture was washed with water and extracted with 35% hydrochloric acid (5 g) twice. The hydrochloric acid layer was washed with toluene (10 g). A 10% aqueous sodium hydr... Starting materials: CS(=O)(=O)C1=C(C=CC=C1)S(=O)(=O)N=C=O (2-methylsulfonylbenzenesulfonylisocyanate), CNC1=NC(=NC(=N1)OC)OC (2-methylamino-4,6-dimethoxy-1,3,5-triazine), 1,4-diaza[2.2.2]bicyclooctane. Run in C(Cl)Cl (methylene chloride). Run at time 8 hour. The product is COC1=NC(=NC(=N1)OC)N(C(=O)NS(=O)(=O)C1=C(C=CC=C1)S(=O)(=O)C)C (N-[(4,6-dimethoxy-1,3,5-triazin-2-yl)(methyl)aminocarbonyl]-2-(methylsulfonyl)benzenesulfonamide). Yield: 88.8%. RXN SMILES: [CH3:1][S:2]([C:5]1[CH:10]=[CH:9][CH:8]=[CH:7][C:6]=1[S:11]([N:14]=[C:15]=[O:16])(=[O:13])=[O:12])(=[O:4])=[O:3].[CH3:17][NH:18][C:19]1[N:24]=[C:23]([O:25][CH3:26])[N:22]=[C:21]([O:27][CH3:28])[N:20]=1>C(Cl)Cl>[CH3:26][O:25][C:23]1[N:22]=[C:21]([O:27][CH3:28])[N:20]=[C:19]([N:18]([CH3:17])[C:15]([NH:14][S:11]([C:6]2[CH:7]=[CH:8][CH:9]=[CH:10][C:5]=2[S:2]([CH3:1])(=[O:3])=[O:4])(=[O:12])=[O:13])=[O:16])[N:24]=1. Procedure: A solution of 2-methylsulfonylbenzenesulfonylisocyanate (2.1 g, 8.0 mmol) in dry methylene chloride (12 ml) was added to 2-methylamino-4,6-dimethoxy-1,3,5-triazine (1.0 g, 6.0 mmol) and a catalytic amount of 1,4-diaza[2.2.2]bicyclooctane. The mixture was stirred at room temperature overnight. The solvent was removed in-vacuo and 1-chlorobutane was added to the residue. The precipitated solid was filtered and dried to give N-[(4,6-dimethoxy-1,3,5-triazin-2-yl)(methyl)aminocarbonyl]-2-(methylsulfo... Reaction SMILES: [CH3:1][C:2]([CH3:13])(C1C=CC=CC=1)[CH2:3][C:4](O)=[O:5].C(Cl)(=O)C(C)(C)C.C1(C(C2C=CC=CC=2)C2C=CC=CC=2)C=CC=CC=1.C([Li])CCC.[O:45]1CC[NH:47][C:46]1=O>O1CCCC1.C(N(CC)CC)C>[CH:2]([C@H:3]1[CH2:4][O:5][C:46](=[O:45])[NH:47]1)([CH3:13])[CH3:1]. The solvent is O1CCCC1 (tetrahydrofuran), C(C)N(CC)CC (triethylamine), O1CCCC1 (tetrahydrofuran). Product: C(C)(C)[C@@H]1NC(OC1)=O ((S)-4-isopropyl-2-oxazolidinone). Procedure details: To a solution of 3,3-dimethyl-3-phenyl propionic acid (2.1 g, 12 mmol, from Reference Example 22) in anhydrous tetrahydrofuran (24 mL) is added under inert atmosphere triethylamine (2.0 mL) and the mixture is cooled to −78° C. in a dry-ice acetone bath. Pivaloyl chloride (1.5 mL, 13 mmol) is added dropwise, causing the immediate formation of a white precipitate. The reaction mixture is allowed to sit for 15 minutes at −78° C. and is then stirred at 0° C. in an ice-water bath. In a separate flask... Starting materials: CC(CC(=O)O)(C1=CC=CC=C1)C (3,3-dimethyl-3-phenyl propionic acid), C(CCC)[Li] (n-Butyllithium), anhydride, C(C(C)(C)C)(=O)Cl (Pivaloyl chloride), C1(=CC=CC=C1)C(C1=CC=CC=C1)C1=CC=CC=C1 (triphenylmethane), lithium anion, O1C(NCC1)=O (oxazolidinone), anhydride. Reaction conditions: temperature -78 celsius, time 15 minute. The reactants are Cl.N1C=C(C2=CC=CC=C12)CCN1CCC2(CNC(CO2)=O)CC1 (9-[2-(3-indolyl)ethyl]-1-oxa-4,9-diazaspiro[5.5]undecan-3-one hydrochloride salt), [OH-].[NH4+] (ammonium hydroxide). Solvent: O (water). Product: N1C=C(C2=CC=CC=C12)CCN1CCC2(CNC(CO2)=O)CC1 (9-[2-(3-indolyl)ethyl]-1-oxa-4,9-diazaspiro[5.5]undecan-3-one). The yield is 95.7%. RXN SMILES: Cl.[NH:2]1[C:10]2[C:5](=[CH:6][CH:7]=[CH:8][CH:9]=2)[C:4]([CH2:11][CH2:12][N:13]2[CH2:24][CH2:23][C:16]3([O:21][CH2:20][C:19](=[O:22])[NH:18][CH2:17]3)[CH2:15][CH2:14]2)=[CH:3]1.[OH-].[NH4+]>O>[NH:2]1[C:10]2[C:5](=[CH:6][CH:7]=[CH:8][CH:9]=2)[C:4]([CH2:11][CH2:12][N:13]2[CH2:24][CH2:23][C:16]3([O:21][CH2:20][C:19](=[O:22])[NH:18][CH2:17]3)[CH2:15][CH2:14]2)=[CH:3]1 |f:0.1,2.3|. Reported procedure: A solution of 3.5 g of 9-[2-(3-indolyl)ethyl]-1-oxa-4,9-diazaspiro[5.5]undecan-3-one hydrochloride salt in water (50 ml) was adjusted to pH 12 with ammonium hydroxide solution and extracted with methylene chloride. The methylene chloride was evaporated to afford 3 g of 9-[2-(3-indolyl)ethyl]-1-oxa-4,9-diazaspiro[5.5]undecan-3-one as the free base, mp 48°-50° C. Reactants: ClC1=CC=C(C=C1)C1(CC1)C=C(CO)F (3-[1-(p-chlorophenyl)-cyclopropyl]-2-fluoro-2-propen-1-ol), BrBr (bromine), C1(=CC=CC=C1)P(C1=CC=CC=C1)C1=CC=CC=C1 (triphenylphosphine). Solvent: petroleum ether, C(Cl)(Cl)(Cl)Cl (carbon tetrachloride), petroleum ether, C(Cl)(Cl)(Cl)Cl (carbon tetrachloride), C(Cl)(Cl)(Cl)Cl (carbon tetrachloride). The product is methylene chloride hexanes, ClC1=CC=C(C=C1)C1(CC1)C=C(CBr)F (1-(p-Chlorophenyl)-1-(3-bromo-2-fluoropropenyl)cyclopropane). The yield is 63.0%. RXN SMILES: [Br:1]Br.C1(P(C2C=CC=CC=2)C2C=CC=CC=2)C=CC=CC=1.[Cl:22][C:23]1[CH:28]=[CH:27][C:26]([C:29]2([CH:32]=[C:33]([F:36])[CH2:34]O)[CH2:31][CH2:30]2)=[CH:25][CH:24]=1>C(Cl)(Cl)(Cl)Cl>[Cl:22][C:23]1[CH:28]=[CH:27][C:26]([C:29]2([CH:32]=[C:33]([F:36])[CH2:34][Br:1])[CH2:31][CH2:30]2)=[CH:25][CH:24]=1. Procedure details: Under a nitrogen atmosphere, a solution of bromine (0.767 g, 4.8 mmol) in carbon tetrachloride at ice-water bath temperature is treated sequentially with a solution of triphenylphosphine (1.26 g, 4.8 mmol) in carbon tetrachloride and a solution of 3-[1-(p-chlorophenyl)-cyclopropyl]-2-fluoro-2-propen-1-ol, (Z)- (0.907 g, 4 mmol) in carbon tetrachloride, heated to and stirred at reflux for 70 minutes, cooled to room temperature, and poured into petroleum ether. The resultant mixture is filtered, a...